This data is from the Open Reaction Database (ORD), a public repository of structured organic reaction records. The task is: describe an organic reaction: reactants, conditions, products, and yield Starting materials: CCO, CCOC(=O)CCCCCI, [K+], [OH-], O, CC(C)(C)C(=O)OCc1cc(=O)c(O)c(CO)o1. Product: CCOC(=O)CCCCCOc1c(CO)oc(COC(=O)C(C)(C)C)cc1=O. As a reaction SMILES: [CH3:32][CH2:33][OH:34].[I:21][CH2:22][CH2:23][CH2:24][CH2:25][CH2:26][C:27](=[O:28])[O:29][CH2:30][CH3:31].[K+:2].[OH-:1].[OH2:35].[OH:3][CH2:4][c:5]1[o:6][c:7]([CH2:13][O:14][C:15]([C:16]([CH3:17])([CH3:18])[CH3:19])=[O:20])[cH:8][c:9](=[O:12])[c:10]1[OH:11]>>[OH:3][CH2:4][c:5]1[o:6][c:7]([CH2:13][O:14][C:15]([C:16]([CH3:17])([CH3:18])[CH3:19])=[O:20])[cH:8][c:9](=[O:12])[c:10]1[O:11][CH2:22][CH2:23][CH2:24][CH2:25][CH2:26][C:27](=[O:28])[O:29][CH2:30][CH3:31]. Starting materials: COC1=C(C=CC=C1)Cl (o-methoxyphenyl chloride), C(CC)(=O)C1=CC=CC=C1 (propiophenon), C(C)(C)(C)O[Na] (t-BuONa). The reagents and catalysts are C(C)(=O)[O-].[Pd+2].C(C)(=O)[O-] (palladium acetate), COC1=C(C(=CC=C1)N(C1=CC=CC=C1)C)P(C1CCCCC1)C1CCCCC1 (2-Methoxy-6-(N-methyl-N-phenyl-amino)phenyl(dicyclohexyl)phosphine). Solvent: C1(=CC=CC=C1)C (toluene). The product is COC1=C(C=CC=C1)C(C(=O)C1=CC=CC=C1)C (2-(2′-Methoxyphenyl)-1-phenyl-1-propanone). Isolated yield 82.7%. RXN SMILES: [CH3:1][O:2][C:3]1[CH:8]=[CH:7][CH:6]=[CH:5][C:4]=1Cl.[C:10]([C:14]1[CH:19]=[CH:18][CH:17]=[CH:16][CH:15]=1)(=[O:13])[CH2:11][CH3:12].C(O[Na])(C)(C)C>C1(C)C=CC=CC=1.C([O-])(=O)C.[Pd+2].C([O-])(=O)C.COC1C=CC=C(N(C)C2C=CC=CC=2)C=1P(C1CCCCC1)C1CCCCC1>[CH3:1][O:2][C:3]1[CH:8]=[CH:7][CH:6]=[CH:5][C:4]=1[CH:11]([CH3:12])[C:10]([C:14]1[CH:19]=[CH:18][CH:17]=[CH:16][CH:15]=1)=[O:13] |f:4.5.6|. Procedure: This reaction is carried out in the same manner as the reaction in example 3. The difference is that, the reactants are o-methoxyphenyl chloride (144.1 mg, 1.0 mmol), propiophenon (161.3 mg, 1.2 mmol), palladium acetate (6.7 mg, 0.030 mmol), 2-Methoxy-6-(N-methyl-N-phenyl-amino)phenyl(dicyclohexyl)phosphine (18.4 mg, 0.045 mmol), t-BuONa (115.5 mg, 1.2 mmol) in 3 mL dry toluene at 110° C. for 16 h. 2-(2′-Methoxyphenyl)-1-phenyl-1-propanone (198.8 mg) was obtained with a yield of 80% as liquid. 1... Product: CN(C)CC(OCC1(c2ccc(F)cc2)CCN(C(=O)OC(C)(C)C)CC1)c1cc(Cl)cc2cn(COCC[Si](C)(C)C)nc12. Starting materials: [BH3-]C#N, CC(=O)O, CNC, CC#N, CC(C)(C)OC(=O)N1CCC(COC(C=O)c2cc(Cl)cc3cn(COCC[Si](C)(C)C)nc23)(c2ccc(F)cc2)CC1, [Na+]. As a reaction SMILES: [C:47]([BH3-:48])#[N:49].[C:51]([OH:52])(=[O:53])[CH3:54].[CH3:44][NH:45][CH3:46].[CH3:55][C:56]#[N:57].[Cl:1][c:2]1[cH:3][c:4]2[cH:5][n:6]([CH2:36][O:37][CH2:38][CH2:39][Si:40]([CH3:41])([CH3:42])[CH3:43])[n:7][c:8]2[c:9]([CH:11]([CH:12]=[O:13])[O:14][CH2:15][C:16]2([c:29]3[cH:30][cH:31][c:32]([F:35])[cH:33][cH:34]3)[CH2:17][CH2:18][N:19]([C:22](=[O:23])[O:24][C:25]([CH3:26])([CH3:27])[CH3:28])[CH2:20][CH2:21]2)[cH:10]1.[Na+:50]>>[Cl:1][c:2]1[cH:3][c:4]2[cH:5][n:6]([CH2:36][O:37][CH2:38][CH2:39][Si:40]([CH3:41])([CH3:42])[CH3:43])[n:7][c:8]2[c:9]([CH:11]([CH2:12][N:45]([CH3:44])[CH3:46])[O:14][CH2:15][C:16]2([c:29]3[cH:30][cH:31][c:32]([F:35])[cH:33][cH:34]3)[CH2:17][CH2:18][N:19]([C:22](=[O:23])[O:24][C:25]([CH3:26])([CH3:27])[CH3:28])[CH2:20][CH2:21]2)[cH:10]1. As a reaction SMILES: ICC.Br[CH:5]([CH2:10][CH3:11])[C:6](OC)=O.BrC1C=C(Cl)C(O)=C(Cl)C=1.[Br:22][C:23]1[CH:28]=[CH:27][C:26]([OH:29])=[C:25]([F:30])[CH:24]=1>>[Br:22][C:23]1[CH:28]=[CH:27][C:26]([O:29][CH2:6][CH:5]2[CH2:11][CH2:10]2)=[C:25]([F:30])[CH:24]=1. The product is BrC1=CC(=C(C=C1)OCC1CC1)F (4-Bromo-1-cyclopropylmethoxy-2-fluoro-benzene). Reported procedure: The title compound was prepared analogously to Step 1 in Example A(52), where iodoethane was substituted instead of methyl α-bromobutyrate and 4-Bromo-2,6-dichloro-phenol was substituted instead of 4-Bromo-2-fluorophenol of that example. Reactants: ICC (iodoethane), BrC1=CC(=C(C=C1)O)F (4-Bromo-2-fluorophenol), BrC(C(=O)OC)CC (methyl α-bromobutyrate), BrC1=CC(=C(C(=C1)Cl)O)Cl (4-Bromo-2,6-dichloro-phenol).